Dataset: the Open Reaction Database (ORD), a public repository of structured organic reaction records. Task: describe an organic reaction: reactants, conditions, products, and yield Reactants: C(C)N1N=CC=2C1=NC(=C(C2NC2CCOCC2)CNC(=O)C=2C=C(C(=O)OC)C=CC2)CC (Methyl 3-[({[1,6-diethyl-4-(tetrahydro-2H-pyran-4-ylamino)-1H-pyrazolo[3,4-b]pyridin-5-yl]methyl}amino)carbonyl]benzoate), Cl (HCl), [OH-].[Li+] (lithium hydroxide), C1CCOC1 (THF). The solvent is C(C)(=O)OCC (ethyl acetate), O (water), O (water). Run at time 8 hour. Product: C(C)N1N=CC=2C1=NC(=C(C2NC2CCOCC2)CNC(=O)C=2C=C(C(=O)O)C=CC2)CC (3-[({[1,6-Diethyl-4-(tetrahydro-2H-pyran-4-ylamino)-1H-pyrazolo[3,4-b]pyridin-5-yl]methyl}amino)carbonyl]benzoic Acid). As a reaction SMILES: [CH2:1]([N:3]1[C:7]2=[N:8][C:9]([CH2:33][CH3:34])=[C:10]([CH2:19][NH:20][C:21]([C:23]3[CH:24]=[C:25]([CH:30]=[CH:31][CH:32]=3)[C:26]([O:28]C)=[O:27])=[O:22])[C:11]([NH:12][CH:13]3[CH2:18][CH2:17][O:16][CH2:15][CH2:14]3)=[C:6]2[CH:5]=[N:4]1)[CH3:2].[OH-].[Li+].C1COCC1.Cl>C(OCC)(=O)C.O>[CH2:1]([N:3]1[C:7]2=[N:8][C:9]([CH2:33][CH3:34])=[C:10]([CH2:19][NH:20][C:21]([C:23]3[CH:24]=[C:25]([CH:30]=[CH:31][CH:32]=3)[C:26]([OH:28])=[O:27])=[O:22])[C:11]([NH:12][CH:13]3[CH2:18][CH2:17][O:16][CH2:15][CH2:14]3)=[C:6]2[CH:5]=[N:4]1)[CH3:2] |f:1.2|. Procedure: Methyl 3-[({[1,6-diethyl-4-(tetrahydro-2H-pyran-4-ylamino)-1H-pyrazolo[3,4-b]pyridin-5-yl]methyl}amino)carbonyl]benzoate (0.466 g, 1 mmol), lithium hydroxide (0.237 g, 10 mmol), THF (30 mL), and water (10 mL) were combined and stirred under argon at room temperature overnight. Solvents were pumped off, and the residue taken up in ethyl acetate and water. The mixture adjusted to pH 2.5 with HCl, and extracted with a large volume of ethyl acetate. Organic phases were dried over anhydrous Na2SO4, f... Starting materials: C(C)(C)(C)OC(N[C@@H]1C(N([C@@H](C1)C)C[C@@H](C=CC=1C=NC(=CC1)OC)O)=O)=O ({1-[2(R)-Hydroxy-4-(6-methoxy-pyridin-3-yl)-but-3-enyl]-5(R)-methyl-2-oxo-pyrrolidin-3(S)-yl }-carbamic Acid Tert-butyl Ester), C(CC)(=O)O (propionic acid), C(C)C(C([O-])([O-])[O-])(CC)CC (triethylorthoacetate). Run in C(C)(=O)OCC (ethyl acetate). Product: C(C)OC(C[C@H](C=CCN1C([C@H](C[C@H]1C)NC(=O)OC(C)(C)C)=O)C=1C=NC(=CC1)OC)=O (6-(3(S)-tert-Butoxycarbonylamino-5(R)-methyl-2-oxo-pyrrolidin-1-yl)-3(R)-(6-methoxy-pyridin-3-yl)-hex-4-enoic Acid Ethyl Ester). RXN SMILES: [C:1]([O:5][C:6](=[O:28])[NH:7][C@H:8]1[CH2:12][C@@H:11]([CH3:13])[N:10]([CH2:14][C@H:15](O)[CH:16]=[CH:17][C:18]2[CH:19]=[N:20][C:21]([O:24][CH3:25])=[CH:22][CH:23]=2)[C:9]1=[O:27])([CH3:4])([CH3:3])[CH3:2].[C:29]([OH:33])(=[O:32])[CH2:30]C.[CH2:34](C(CC)(CC)C([O-])([O-])[O-])[CH3:35]>C(OCC)(=O)C>[CH2:34]([O:33][C:29](=[O:32])[CH2:30][C@@H:17]([C:18]1[CH:19]=[N:20][C:21]([O:24][CH3:25])=[CH:22][CH:23]=1)[CH:16]=[CH:15][CH2:14][N:10]1[C@H:11]([CH3:13])[CH2:12][C@H:8]([NH:7][C:6]([O:5][C:1]([CH3:4])([CH3:3])[CH3:2])=[O:28])[C:9]1=[O:27])[CH3:35]. Reported procedure: A stirred solution of 4-5 (400 mg) and propionic acid (5 mg) in triethylorthoacetate (5 mL) was heated at 130° C. for 2 hours, then cooled to ambient temperature, The mixture was diluted with ethyl acetate, washed with saturated aqueous sodium hydrogen carbonate, saturated aqueous sodium chloride, dried over magnesium sulfate, and filtered. Following evaporative removal of the solvent, the residue was purified by flash column chromatography (silica gel, 7:3 ethyl acetate/hexanes) to give 4-6 as ... Starting materials: C1(=CC=C(C=C1)S(=O)(=O)OCCCCl)C (3-chloropropyl p-toluene sulfonate), COC(C1=CC=C(C(=C1)OC)O)=O (4-hydroxy-5-methoxy -benzoic acid methyl ester), C([O-])([O-])=O.[K+].[K+] (potassium carbonate), methyl-tricapryl ammonium chloride. Solvent: CC(=O)C (acetone). The product is COC(C1=CC=C(C(=C1)OC)OCCCCl)=O (4-(3-Chloro-propoxy)-5-methoxy -benzoic acid methyl ester). The yield is 99.5%. Reaction SMILES: C1(C)C=CC(S(O[CH2:11][CH2:12][CH2:13][Cl:14])(=O)=O)=CC=1.[CH3:16][O:17][C:18](=[O:28])[C:19]1[CH:24]=[C:23]([O:25][CH3:26])[C:22]([OH:27])=[CH:21][CH:20]=1.C(=O)([O-])[O-].[K+].[K+]>CC(C)=O>[CH3:16][O:17][C:18](=[O:28])[C:19]1[CH:24]=[C:23]([O:25][CH3:26])[C:22]([O:27][CH2:11][CH2:12][CH2:13][Cl:14])=[CH:21][CH:20]=1 |f:2.3.4|. Procedure details: A mixture of 102.4 g (411.7 mmol) of 3-chloropropyl p-toluene sulfonate, 75 g (411.7 mmol) of 4-hydroxy-5-methoxy -benzoic acid methyl ester, 75.7 g (547.5 mmol) of potassium carbonate, and 1.66 g (4.1 mmol) of methyl-tricapryl ammonium chloride in 900 ml of acetone was stirred rapidly at reflux for 18 hr. The mixture was filtered and the solvent was removed giving 106 g of the tile compound after recrystallization from a chloroform-hexane mixture. Starting materials: C1(=CC=CC=C1)C1=NNC(=C1O)C1=CC=CC=C1 (3,5-diphenyl-4-pyrazolol), C[O-].[Na+] (sodium methoxide), CO (methanol), C(C1=CC=CC=C1)Cl (benzyl chloride). Run in O (water). Reaction conditions: temperature 60 celsius, time 8 hour. Product: C(C1=CC=CC=C1)OC=1C(=NNC1C1=CC=CC=C1)C1=CC=CC=C1 (4-(Benzyloxy)-3,5-diphenylpyrazole). As a reaction SMILES: [C:1]1([C:7]2[C:11]([OH:12])=[C:10]([C:13]3[CH:18]=[CH:17][CH:16]=[CH:15][CH:14]=3)[NH:9][N:8]=2)[CH:6]=[CH:5][CH:4]=[CH:3][CH:2]=1.C[O-].[Na+].CO.[CH2:24](Cl)[C:25]1[CH:30]=[CH:29][CH:28]=[CH:27][CH:26]=1>O>[CH2:24]([O:12][C:11]1[C:7]([C:1]2[CH:6]=[CH:5][CH:4]=[CH:3][CH:2]=2)=[N:8][NH:9][C:10]=1[C:13]1[CH:14]=[CH:15][CH:16]=[CH:17][CH:18]=1)[C:25]1[CH:30]=[CH:29][CH:28]=[CH:27][CH:26]=1 |f:1.2|. Reported procedure: A mixture of 3,5-diphenyl-4-pyrazolol (10 g, 0.042 mole), sodium methoxide (2.27 g, 0.042 mole) and methanol (60 ml) is heated at 60° C for 2 hours. Then benzyl chloride is added slowly at 60° C. A white solid forms. Heating is continued overnight at 60° C. The reaction mixture is examined by glc and the reaction is found to be complete. The mixture is poured into water and the solid isolated by filtration. The solid is washed well with water, dried and recrystallized from acetonitrile to give p... The reactants are O1C(CCCC1)OCC#CCOC1=CC=CC=C1 (4-phenoxybut-2-yn-1-ol tetrahydropyranyl ether), N1[C@@H](CCC1=O)C(=O)O (Pyr). Run in C(C)O (ethanol). Conditions: temperature 55 celsius, time 2 hour. Yields the product O(C1=CC=CC=C1)CC#CCO (4-phenoxybut-2-yn-1-ol). Reaction SMILES: O1CCCCC1[O:7][CH2:8][C:9]#[C:10][CH2:11][O:12][C:13]1[CH:18]=[CH:17][CH:16]=[CH:15][CH:14]=1.N1C(=O)CC[C@H]1C(O)=O>C(O)C>[O:12]([CH2:11][C:10]#[C:9][CH2:8][OH:7])[C:13]1[CH:18]=[CH:17][CH:16]=[CH:15][CH:14]=1. Procedure: To a solution of 2 g (0.008 mol) of 4-phenoxybut-2-yn-1-ol tetrahydropyranyl ether in 20 ml of 96% ethanol, there was added 1.02 g (0.004 mol) of Pyr/PTS. The reaction mixture was stirred for 2 hours at 55° C.; the solvent was then removed in vacuo and the residue diluted with 20 ml of water and extracted with methylene chloride. The combined extracts were dried and evaporated in vacuo. The residue was purified by column chromatography on 30 g of silica gel, using hexane-ethyl acetate (90:10) as... Reactants: BrC=1C=C2C=CC(=NC2=CC1)CCl (6-Bromo-2-chloromethyl-quinoline), CN(C)C=O.CC#N (DMF MeCN), C1(C=2C(C(N1)=O)=CC=CC2)=O.[K] (potassium phthalimide), NN (Hydrazine). Run in O (water). Run at temperature 60 celsius. Yields the product BrC=1C=C2C=CC(=NC2=CC1)CN (C-(6-Bromo-quinolin-2-yl)-methylamine). RXN SMILES: [Br:1][C:2]1[CH:3]=[C:4]2[C:9](=[CH:10][CH:11]=1)[N:8]=[C:7]([CH2:12]Cl)[CH:6]=[CH:5]2.C[N:15](C=O)C.CC#N.C1(=O)NC(=O)C2=CC=CC=C12.[K].NN>O>[Br:1][C:2]1[CH:3]=[C:4]2[C:9](=[CH:10][CH:11]=1)[N:8]=[C:7]([CH2:12][NH2:15])[CH:6]=[CH:5]2 |f:1.2,3.4,^1:32|. Procedure details: To 4a (440 mg, 1.7 mmol) in 1:1 DMF/MeCN (3 mL) at room temperature was added potassium phthalimide (350 mg, 1.9 mmol), and the reaction was heated to 60° C. overnight. The mixture was poured into water and filtered, and the solid was suspended in EtOH (10 mL). Hydrazine (82 mg, 2.5 mmol) was added, and the mixture was heated to 70° C. for 30 minutes. The reaction was then concentrated, and the crude material, 4b, was used directly in the next step. The reactants are O(S(=O)(=O)C(F)(F)F)S(=O)(=O)C(F)(F)F (Tf2O), BrC1=CC=C(C=C1)C1=CC2=C(S1)C=C(C=C2)O (2-(4-bromo-phenyl)-benzo[b]thiophen-6-ol), Pd(Ph3)4, PdCl2(Ph3)2, [Li+].[Cl-] (LiCl), BrC1=CC=C(C=C1)C1=CC2=C(S1)C=C(C=C2)OS(=O)(=O)C(F)(F)F (trifluoro-methanesulfonic acid 2-(4-bromo-phenyl)-benzo[b]thiophen-6-yl ester), C(CCC)[Sn](C(=C)OCC)(CCCC)CCCC (tributyl(1-ethoxyvinyl)tin), C1CC(=O)N(C1=O)Br (NBS), C(=O)(OC(C)(C)C)N1C(CCC1)C(=O)OCC(=O)C1=CC=C(C=C1)C1=CC2=C(S1)C=C(C=C2)C(COC(=O)C2N(CCC2)C(=O)OC(C)(C)C)=O (Pyrrolidine-1,2-dicarboxylic acid 1-tert-butyl ester 2-[2-(2-{4-[2-(1-Boc-pyrrolidine-2-carbonyloxy)-acetyl]-phenyl}-benzo[b]thiophen-6-yl)-2-oxo-ethyl]ester), BrC1=CC=C(C=C1)C1=CC2=C(S1)C=C(C=C2)OS(=O)(=O)C(F)(F)F (Trifluoro-methanesulfonic acid 2-(4-bromo-phenyl)-benzo[b]thiophen-6-yl ester), C(C)(C)(C)OC(=O)N1C(CCC1)C(=O)O (pyrrolidine-1,2-dicarboxylic acid 1-tert-butyl ester), CCN(C(C)C)C(C)C (DIPEA). Run in N1=CC=CC=C1 (pyridine), CN(C)C=O (DMF), O (Water), C(C)(=O)OCC (ethyl acetate), C(C)#N (acetonitrile), C(C)(=O)OCC (ethyl acetate). Conditions: temperature 80 celsius. The product is BrC1=CC2=C(C3=C(O2)C=C(C=C3)C(COC(=O)C3N(CC2(CC2)C3)C(=O)OCC3=CC=CC=C3)=O)C=C1 (5-Aza-spiro[2.4]heptane-5,6-dicarboxylic acid 5-benzyl ester 6-[2-(7-bromo-dibenzofuran-3-yl)-2-oxo-ethyl]ester). Isolated yield 27.0%. As a reaction SMILES: [Br:1][C:2]1[CH:7]=[CH:6][C:5]([C:8]2SC3C=[C:14]([O:17]S(C(F)(F)F)(=O)=O)[CH:15]=[CH:16][C:10]=3[CH:9]=2)=[CH:4][CH:3]=1.O(S(C(F)(F)F)(=O)=O)S(C(F)(F)F)(=O)=O.BrC1C=CC(C2S[C:50]3[CH:52]=[C:53](O)[CH:54]=[CH:55][C:49]=3[CH:48]=2)=CC=1.C(N1CCCC1C(OCC(C1C=CC(C2SC3C=C(C(=O)CO[C:93]([CH:95]4[CH2:99][CH2:98][CH2:97][N:96]4[C:100]([O:102]C(C)(C)C)=[O:101])=[O:94])C=CC=3C=2)=CC=1)=O)=O)(OC(C)(C)C)=O.[Li+].[Cl-].C([Sn](CCCC)(CCCC)C([O:117][CH2:118][CH3:119])=C)CCC.[CH2:128]1C(=O)N(Br)C(=O)[CH2:129]1.C([O:140]C(N1CCCC1C(O)=O)=O)(C)(C)C.CCN(C(C)C)C(C)C>N1C=CC=CC=1.CN(C=O)C.C(OCC)(=O)C.C(#N)C.O>[Br:1][C:2]1[CH:3]=[CH:4][C:5]2[C:8]3[CH:9]=[CH:10][C:16]([C:15](=[O:140])[CH2:14][O:17][C:93]([CH:95]4[CH2:99][C:98]5([CH2:129][CH2:128]5)[CH2:97][N:96]4[C:100]([O:102][CH2:48][C:49]4[CH:50]=[CH:52][CH:53]=[CH:54][CH:55]=4)=[O:101])=[O:94])=[CH:119][C:118]=3[O:117][C:6]=2[CH:7]=1 |f:4.5|. Procedure details: 2-(4-Bromo-phenyl)-6-methoxy-benzo[b]thiophene was reported in the literature (Journal of Medicinal Chemistry, 2007, 50, 2682-2692). 2-(4-Bromo-phenyl)-benzo[b]thiophen-6-ol. To a stirred solution of 2-(4-bromo-phenyl)-6-methoxy-benzo[b]thiophene (80 mg, 0.25 mmol) was added BBr3 (0.5 mL of 1 M in DCM, 0.5 mmol) at 0° C. The mixture was stirred for 3 hours at ambient temperature. DCM was removed under vacuum, and the residue was dissolved in ethyl acetate (30 mL). The organic layer was washed wi... The reactants are BrC1=CC=C(C=C1)O (4-bromophenol), C(CCC)[Sn](C=1C=NC=CC1)(CCCC)CCCC (3-tributylstannylpyridine). Reagents/catalysts: Cl[Pd]([P](C1=CC=CC=C1)(C2=CC=CC=C2)C3=CC=CC=C3)([P](C4=CC=CC=C4)(C5=CC=CC=C5)C6=CC=CC=C6)Cl (bis-(triphenylphosphine)-palladium(II) chloride). Solvent: O1CCOCC1 (dioxane). The product is N1=CC(=CC=C1)C1=CC=C(C=C1)O (4-(3-pyridyl)-phenol). Yield: 60.0%. Reaction SMILES: Br[C:2]1[CH:7]=[CH:6][C:5]([OH:8])=[CH:4][CH:3]=1.C([Sn](CCCC)(CCCC)[C:14]1[CH:15]=[N:16][CH:17]=[CH:18][CH:19]=1)CCC>O1CCOCC1.Cl[Pd](Cl)([P](C1C=CC=CC=1)(C1C=CC=CC=1)C1C=CC=CC=1)[P](C1C=CC=CC=1)(C1C=CC=CC=1)C1C=CC=CC=1>[N:16]1[CH:17]=[CH:18][CH:19]=[C:14]([C:2]2[CH:7]=[CH:6][C:5]([OH:8])=[CH:4][CH:3]=2)[CH:15]=1 |^1:36,55|. Reported procedure: 26.8 g of 4-bromophenol was taken under protective gas in 1000 ml of dioxane, mixed with 90 g 3-tributylstannylpyridine [preparation according to litt.: Org. Magn. Resonance, 7 (1975), 610] and 11.1 g of bis-(triphenylphosphine)-palladium(II) chloride and refluxed for 15 hours. After concentration by evaporation in a vacuum and purification on silica gel, 15.92 g of the above compound is isolated. The reactants are CCn1cc(C(=O)O)c(=O)c2cc(F)c(F)cc21, Cn1ccc(C2CNCCN2)n1, c1ccncc1. The product is CCn1cc(C(=O)O)c(=O)c2cc(F)c(N3CCNC(c4ccn(C)n4)C3)cc21. As a reaction SMILES: [CH2:13]([CH3:14])[n:15]1[cH:16][c:17]([C:28](=[O:29])[OH:30])[c:18](=[O:27])[c:19]2[cH:20][c:21]([F:26])[c:22]([F:25])[cH:23][c:24]12.[CH3:1][n:2]1[n:3][c:4]([CH:7]2[CH2:8][NH:9][CH2:10][CH2:11][NH:12]2)[cH:5][cH:6]1.[cH:31]1[cH:32][cH:33][n:34][cH:35][cH:36]1>>[CH3:1][n:2]1[n:3][c:4]([CH:7]2[CH2:8][N:9]([c:22]3[c:21]([F:26])[cH:20][c:19]4[c:18](=[O:27])[c:17]([C:28](=[O:29])[OH:30])[cH:16][n:15]([CH2:13][CH3:14])[c:24]4[cH:23]3)[CH2:10][CH2:11][NH:12]2)[cH:5][cH:6]1. The reactants are FC(C(=O)O)(F)F (Trifluoroacetic acid), C(C)(C)(C)OC(NCC1=C(OC(=C1)C1=NOC(C1)(C(F)(F)F)C1=CC(=C(C(=C1)Cl)Cl)Cl)C)=O ({2-methyl-5-[5-(3,4,5-trichloro-phenyl)-5-trifluoromethyl-4,5-dihydro-isoxazol-3-yl]-furan-3-ylmethyl}-carbamic acid tert-butyl ester), [OH-].[Na+] (NaOH). The solvent is ClCCl (dichloromethane). Conditions: time 45 minute. Yields the product CC=1OC(=CC1CN)C1=NOC(C1)(C(F)(F)F)C1=CC(=C(C(=C1)Cl)Cl)Cl (C-{2-methyl-5-[5-(3,4,5-trichloro-phenyl)-5-trifluoromethyl-4,5-dihydro-isoxazol-3-yl]-furan-3-yl}-methylamine). The yield is 98.7%. Reaction SMILES: FC(F)(F)C(O)=O.C(OC(=O)[NH:14][CH2:15][C:16]1[CH:20]=[C:19]([C:21]2[CH2:25][C:24]([C:30]3[CH:35]=[C:34]([Cl:36])[C:33]([Cl:37])=[C:32]([Cl:38])[CH:31]=3)([C:26]([F:29])([F:28])[F:27])[O:23][N:22]=2)[O:18][C:17]=1[CH3:39])(C)(C)C.[OH-].[Na+]>ClCCl>[CH3:39][C:17]1[O:18][C:19]([C:21]2[CH2:25][C:24]([C:30]3[CH:35]=[C:34]([Cl:36])[C:33]([Cl:37])=[C:32]([Cl:38])[CH:31]=3)([C:26]([F:28])([F:27])[F:29])[O:23][N:22]=2)=[CH:20][C:16]=1[CH2:15][NH2:14] |f:2.3|. Reported procedure: Trifluoroacetic acid (6.0 ml) is added to a solution of {2-methyl-5-[5-(3,4,5-trichloro-phenyl)-5-trifluoromethyl-4,5-dihydro-isoxazol-3-yl]-furan-3-ylmethyl}-carbamic acid tert-butyl ester (2.05 g) in dichloromethane (20 ml). After 45 min at room temperature, an aqueous solution of NaOH (2M) is added until pH 12 is reached and the reaction mixture is extracted three times with dichloromethane. The combined organic phases are washed with a saturated solution of NaCl, dried over Na2SO4 and concen...